This data is from the Open Reaction Database (ORD), a public repository of structured organic reaction records. The task is: describe an organic reaction: reactants, conditions, products, and yield Starting materials: Nc1cc(F)c(F)c(Br)c1Cl, F[B-](F)(F)F, [H+], O=N[O-], [Na+], O. The product is N#[N+]c1cc(F)c(F)c(Br)c1Cl, F[B-](F)(F)F. RXN SMILES: [Br:1][c:2]1[c:3]([Cl:11])[c:4]([NH2:5])[cH:6][c:7]([F:10])[c:8]1[F:9].[F:16][B-:17]([F:18])([F:19])[F:20].[H+:21].[N:12]([O-:13])=[O:14].[Na+:15].[OH2:22]>>[Br:1][c:2]1[c:3]([Cl:11])[c:4]([N+:5]#[N:12])[cH:6][c:7]([F:10])[c:8]1[F:9].[F:16][B-:17]([F:18])([F:19])[F:20].